From a dataset of the Open Reaction Database (ORD), a public repository of structured organic reaction records. describe an organic reaction: reactants, conditions, products, and yield The reactants are FC(C=1C=C(N)C=CC1)(F)F (3-trifluoromethyl aniline), 1-(3-dimethylaminopropyl)-3-ethylcarbodiimide hydrochloride(WSC), ON1N=NC2=C1C=CC=C2 (1-hydroxybenzotriazole), O (Water), C(=O)(O)CN1C(CCC2=C(C=CC(=C12)OC)CC1C(NC(S1)=O)=O)=O (5-(1-carboxymethyl-8-methoxy-2-oxo-1,2,3,4-tetrahydroquinolin-5-ylmethyl)thiazolidine-2,4-dione). The solvent is CN(C)C=O (DMF). Conditions: time 8 hour. Yields the product FC(C=1C=C(C=CC1)NC(=O)CN1C(CCC2=C(C=CC(=C12)OC)CC1C(NC(S1)=O)=O)=O)(F)F (5-{1-[N-(3-trifluoromethylphenyl)amino]carbonylmethyl-8-methoxy-2-oxo-1,2,3,4-tetrahydroquinolin-5-ylmethyl}thiazolidine-2,4-dione). As a reaction SMILES: [C:1]([CH2:4][N:5]1[C:14]2[C:9](=[C:10]([CH2:17][CH:18]3[S:22][C:21](=[O:23])[NH:20][C:19]3=[O:24])[CH:11]=[CH:12][C:13]=2[O:15][CH3:16])[CH2:8][CH2:7][C:6]1=[O:25])(O)=[O:2].[F:26][C:27]([F:36])([F:35])[C:28]1[CH:29]=[C:30]([CH:32]=[CH:33][CH:34]=1)[NH2:31].ON1C2C=CC=CC=2N=N1.O>CN(C=O)C>[F:26][C:27]([F:35])([F:36])[C:28]1[CH:29]=[C:30]([NH:31][C:1]([CH2:4][N:5]2[C:14]3[C:9](=[C:10]([CH2:17][CH:18]4[S:22][C:21](=[O:23])[NH:20][C:19]4=[O:24])[CH:11]=[CH:12][C:13]=3[O:15][CH3:16])[CH2:8][CH2:7][C:6]2=[O:25])=[O:2])[CH:32]=[CH:33][CH:34]=1. Procedure: 500 mg of 5-(1-carboxymethyl-8-methoxy-2-oxo-1,2,3,4-tetrahydroquinolin-5-ylmethyl)thiazolidine-2,4-dione was dissolved in 5 ml of DMF. 0.35 ml of 3-trifluoromethyl aniline, 0.32 g of 1-(3-dimethylaminopropyl)-3-ethylcarbodiimide hydrochloride(WSC), and 0.25 g of 1-hydroxybenzotriazole (HOBT) were added to the solution, followed by stirring at room temperature overnight. Water was added to the reaction liquid, and the solid thus obtained was separated by filtration. The solid was dissolved in me...